From a dataset of the Open Reaction Database (ORD), a public repository of structured organic reaction records. describe an organic reaction: reactants, conditions, products, and yield The reactants are CCc1nnc(N)o1, O=C(Cl)OCC(Cl)(Cl)Cl, C1CCOC1, O, c1ccncc1. The product is CCc1nnc(NC(=O)OCC(Cl)(Cl)Cl)o1. Reaction SMILES: [CH2:1]([CH3:2])[c:3]1[n:4][n:5][c:6]([NH2:8])[o:7]1.[Cl:15][C:16](=[O:17])[O:18][CH2:19][C:20]([Cl:21])([Cl:22])[Cl:23].[O:25]1[CH2:26][CH2:27][CH2:28][CH2:29]1.[OH2:24].[cH:9]1[cH:10][cH:11][n:12][cH:13][cH:14]1>>[CH2:1]([CH3:2])[c:3]1[n:4][n:5][c:6]([NH:8][C:16](=[O:17])[O:18][CH2:19][C:20]([Cl:21])([Cl:22])[Cl:23])[o:7]1. Reactants: C(C)(C)(C)OC(CN1C([C@@H](NCC1)CC(=O)OC)=O)=O ((S)-(3-methoxycarbonylmethyl-2-oxopiperazin-1-yl)acetic acid tert-butyl ester), COC1=CC=C(CC(C(=O)O)CC(N2CCN(CC2)C2=CC=NC=C2)=O)C=C1 (2-(4-methoxybenzyl)-4-oxo-4-(4-pyridin-4-ylpiperazin-1-yl)butanoic acid), Cl.C(C)N=C=NCCCN(C)C (1-ethyl-3-(3-di-methylaminopropyl)carbodiimide hydrochloride). Solvent: C(C)#N (acetonitrile). Conditions: time 24 hour. Product: COC1=CC=C(C[C@H](C(=O)N2C(C(N(CC2)CC(=O)O)=O)CC(=O)OC)CC(N2CCN(CC2)C2=CC=NC=C2)=O)C=C1 ((RS,S)-[4-[2-(4-Methoxybenzyl)-4-oxo-4-[4-(pyridin-4-yl)piperazin-1-yl]butyryl]-3-methoxycarbonylmethyl-2-oxopiperazin-1-yl]acetic Acid). Yield: 58.5%. As a reaction SMILES: C([O:5][C:6](=[O:20])[CH2:7][N:8]1[CH2:13][CH2:12][NH:11][C@@H:10]([CH2:14][C:15]([O:17][CH3:18])=[O:16])[C:9]1=[O:19])(C)(C)C.[CH3:21][O:22][C:23]1[CH:48]=[CH:47][C:26]([CH2:27][CH:28]([CH2:32][C:33](=[O:46])[N:34]2[CH2:39][CH2:38][N:37]([C:40]3[CH:45]=[CH:44][N:43]=[CH:42][CH:41]=3)[CH2:36][CH2:35]2)[C:29](O)=[O:30])=[CH:25][CH:24]=1.Cl.C(N=C=NCCCN(C)C)C>C(#N)C>[CH3:21][O:22][C:23]1[CH:24]=[CH:25][C:26]([CH2:27][C@@H:28]([CH2:32][C:33](=[O:46])[N:34]2[CH2:35][CH2:36][N:37]([C:40]3[CH:41]=[CH:42][N:43]=[CH:44][CH:45]=3)[CH2:38][CH2:39]2)[C:29]([N:11]2[CH2:12][CH2:13][N:8]([CH2:7][C:6]([OH:5])=[O:20])[C:9](=[O:19])[CH:10]2[CH2:14][C:15]([O:17][CH3:18])=[O:16])=[O:30])=[CH:47][CH:48]=1 |f:2.3|. Procedure: To a suspension of (S)-(3-methoxycarbonylmethyl-2-oxopiperazin-1-yl)acetic acid tert-butyl ester (0.29 g) and 2-(4-methoxybenzyl)-4-oxo-4-(4-pyridin-4-ylpiperazin-1-yl)butanoic acid (0.385 g) produced in Reference Example 9 in acetonitrile (30 ml) was added 1-ethyl-3-(3-di-methylaminopropyl)carbodiimide hydrochloride (0.4 g) and the suspension was stirred for 24 hours at room temperature. The reaction mixture was concentrated under reduced pressure and purified by means of a silica gel column ch...